describe an organic reaction: reactants, conditions, products, and yield From a dataset of the Open Reaction Database (ORD), a public repository of structured organic reaction records. The reactants are [BH4-], CC(=O)c1cc(C)cc2c(=O)cc(-c3ccncc3)oc12, CO, [Na+], O. Product: Cc1cc(C(C)O)c2oc(-c3ccncc3)cc(=O)c2c1. Reaction SMILES: [BH4-:22].[C:1]([CH3:2])(=[O:3])[c:4]1[cH:5][c:6]([CH3:21])[cH:7][c:8]2[c:9](=[O:20])[cH:10][c:11](-[c:14]3[cH:15][cH:16][n:17][cH:18][cH:19]3)[o:12][c:13]12.[CH3:25][OH:26].[Na+:23].[OH2:24]>>[CH:1]([CH3:2])([OH:3])[c:4]1[cH:5][c:6]([CH3:21])[cH:7][c:8]2[c:9](=[O:20])[cH:10][c:11](-[c:14]3[cH:15][cH:16][n:17][cH:18][cH:19]3)[o:12][c:13]12. Conditions: temperature 65 celsius, time 8 hour. The solvent is CC(=O)C (acetone), O (water). Reported procedure: 3-[1-(4-Chlorobenzyl)-5-hydroxy-1H-pyrrolo[3,2-b]pyridin-2-yl]-2,2-dimethyl-propionic acid ethyl ester (0.100 g, 0.26 mmol) was dissolved in acetone (2 mL), and 2-chloromethyl-pyridine (0.064 g, 0.39 mmol), tetrabutylammonium iodide (0.095 g, 0.26 mmol) and K2CO3 (0.107 g, 0.77 mol) were added. The mixture was stirred at 65° C. overnight, and two products were observed by TLC analysis. The reaction was cooled to room temperature, diluted with water, and extracted with EtOAc three times. The comb... RXN SMILES: [CH2:1]([O:3][C:4](=[O:27])[C:5]([CH3:26])([CH3:25])[CH2:6][C:7]1[N:15]([CH2:16][C:17]2[CH:22]=[CH:21][C:20]([Cl:23])=[CH:19][CH:18]=2)[C:14]2[C:9](=[N:10][C:11]([OH:24])=[CH:12][CH:13]=2)[CH:8]=1)[CH3:2].Cl[CH2:29][C:30]1[CH:35]=[CH:34][CH:33]=[CH:32][N:31]=1.C([O-])([O-])=O.[K+].[K+]>CC(C)=O.[I-].C([N+](CCCC)(CCCC)CCCC)CCC.O>[CH2:1]([O:3][C:4](=[O:27])[C:5]([CH3:26])([CH3:25])[CH2:6][C:7]1[N:15]([CH2:16][C:17]2[CH:18]=[CH:19][C:20]([Cl:23])=[CH:21][CH:22]=2)[C:14]2[C:9](=[N:10][C:11]([O:24][CH2:29][C:30]3[CH:35]=[CH:34][CH:33]=[CH:32][N:31]=3)=[CH:12][CH:13]=2)[CH:8]=1)[CH3:2] |f:2.3.4,6.7|. Starting materials: ClCC1=NC=CC=C1 (2-chloromethyl-pyridine), C(=O)([O-])[O-].[K+].[K+] (K2CO3), C(C)OC(C(CC1=CC2=NC(=CC=C2N1CC1=CC=C(C=C1)Cl)O)(C)C)=O (3-[1-(4-Chlorobenzyl)-5-hydroxy-1H-pyrrolo[3,2-b]pyridin-2-yl]-2,2-dimethyl-propionic acid ethyl ester). The product is C(C)OC(C(CC1=CC2=NC(=CC=C2N1CC1=CC=C(C=C1)Cl)OCC1=NC=CC=C1)(C)C)=O (3-[1-(4-Chloro-benzyl)-5-(pyridin-2-ylmethoxy)-1H-pyrrolo[32-b]pyridin-2-yl]-2,2-dimethyl-propionic acid ethyl ester). The reagents and catalysts are [I-].C(CCC)[N+](CCCC)(CCCC)CCCC (tetrabutylammonium iodide). The reactants are N(=NC(=O)OC(C)C)C(=O)OC(C)C (diisopropyl azodicarboxylate), OC(C#CC=1C=C2CCN(C(C2=CC1)=O)CC1=NC=C(C=C1)C1=CC=C(C=C1)F)C (6-[3-hydroxy-1-butyn-1-yl]-2-{[5-(4-fluorophenyl)-2-pyridyl]-methyl}-1-oxo-1,2,3,4-tetrahydroisoquinoline), O(C1=CC=CC=C1)C(=O)NOC(=O)OC1=CC=CC=C1 (N,O-bis(phenoxycarbonyl)hydroxylamine), C1(=CC=CC=C1)P(C1=CC=CC=C1)C1=CC=CC=C1 (triphenylphosphine). The solvent is C1CCOC1 (THF), C1CCOC1 (THF). Run at time 16 hour. Yields the product O(C1=CC=CC=C1)C(=O)N(C(C#CC=1C=C2CCN(C(C2=CC1)=O)CC1=NC=C(C=C1)C1=CC=C(C=C1)F)C)OC(=O)OC1=CC=CC=C1 (6-{3-[N,O-bis(phenoxycarbonyl)hydroxylamino]-1-butyn-1-yl}-2-{[5-(4-fluorophenyl)-2-pyridyl]-methyl}-1-oxo-1,2,3,4-tetrahydroisoquinoline). Reaction SMILES: O[CH:2]([CH3:30])[C:3]#[C:4][C:5]1[CH:6]=[C:7]2[C:12](=[CH:13][CH:14]=1)[C:11](=[O:15])[N:10]([CH2:16][C:17]1[CH:22]=[CH:21][C:20]([C:23]3[CH:28]=[CH:27][C:26]([F:29])=[CH:25][CH:24]=3)=[CH:19][N:18]=1)[CH2:9][CH2:8]2.[O:31]([C:38]([NH:40][O:41][C:42]([O:44][C:45]1[CH:50]=[CH:49][CH:48]=[CH:47][CH:46]=1)=[O:43])=[O:39])[C:32]1[CH:37]=[CH:36][CH:35]=[CH:34][CH:33]=1.C1(P(C2C=CC=CC=2)C2C=CC=CC=2)C=CC=CC=1.N(C(OC(C)C)=O)=NC(OC(C)C)=O>C1COCC1>[O:31]([C:38]([N:40]([O:41][C:42]([O:44][C:45]1[CH:46]=[CH:47][CH:48]=[CH:49][CH:50]=1)=[O:43])[CH:2]([CH3:30])[C:3]#[C:4][C:5]1[CH:6]=[C:7]2[C:12](=[CH:13][CH:14]=1)[C:11](=[O:15])[N:10]([CH2:16][C:17]1[CH:22]=[CH:21][C:20]([C:23]3[CH:24]=[CH:25][C:26]([F:29])=[CH:27][CH:28]=3)=[CH:19][N:18]=1)[CH2:9][CH2:8]2)=[O:39])[C:32]1[CH:33]=[CH:34][CH:35]=[CH:36][CH:37]=1. Procedure: To a chilled (0° C.) solution of 6-[3-hydroxy-1-butyn-1-yl]-2-{[5-(4-fluorophenyl)-2-pyridyl]-methyl}-1-oxo-1,2,3,4-tetrahydroisoquinoline (510 mg, 1.3 mmol), N,O-bis(phenoxycarbonyl)hydroxylamine (390 mg, 1.4 mmol), and triphenylphosphine (0.42 g, 1.6 mmol) in THF (10 mL) is added a solution of diisopropyl azodicarboxylate (320 mg, 0.32 mL, 1.6 mmol) in THF (2 mL). After 16 hours, the reaction is concentrated in vacuo and the residue chromatographed (silica gel. 1:1 EtOAc/hexanes) to afford 6-{...